Dataset: the Open Reaction Database (ORD), a public repository of structured organic reaction records. Task: describe an organic reaction: reactants, conditions, products, and yield The reactants are C(C=C)NC=1SC=C(N1)C=O (2-allylaminothiazole-4-carbaldehyde), N (ammonia), S1C(=S)N(C(=O)C1)CC(=O)O (rhodanine-3-acetic acid), [Cl-].[NH4+] (ammonium chloride). The solvent is C(C)O (ethanol). The product is C(C=C)NC=1SC=C(N1)C=C1C(N(C(S1)=S)CC(=O)O)=O (5-(2-Allylaminothiazol-4-ylmethylene)rhodanine-3-acetic acid). RXN SMILES: [CH2:1]([NH:4][C:5]1[S:6][CH:7]=[C:8]([CH:10]=O)[N:9]=1)[CH:2]=[CH2:3].[S:12]1[CH2:18][C:16](=[O:17])[N:15]([CH2:19][C:20]([OH:22])=[O:21])[C:13]1=[S:14].[Cl-].[NH4+].N>C(O)C>[CH2:1]([NH:4][C:5]1[S:6][CH:7]=[C:8]([CH:10]=[C:18]2[S:12][C:13](=[S:14])[N:15]([CH2:19][C:20]([OH:22])=[O:21])[C:16]2=[O:17])[N:9]=1)[CH:2]=[CH2:3] |f:2.3|. Reported procedure: The reaction described in Example 1 was repeated, but using 3.0 g of 2-allylaminothiazole-4-carbaldehyde, 2.8 g of rhodanine-3-acetic acid, 2.1 g of ammonium chloride, 2.1 ml of 28% v/v aqueous ammonia and 70 ml of ethanol giving 3.3 g of the title compound as brown needles. The reactants are [Li+].[OH-] (LiOH), OC1=CC=C(C=C1)[C@H](CC(=O)OCC)C1=CN=CN1C ((S)-ethyl 3-(4-hydroxyphenyl)-3-(1-methyl-1H-imidazol-5-yl)propanoate), BrCC=1C=C2C(CCC(C2=CC1)(C)C)(C)C (6-(bromomethyl)-1,1,4,4-tetramethyl-1,2,3,4-tetrahydronaphthalene), C([O-])([O-])=O.[Cs+].[Cs+] (cesium carbonate). The solvent is O (water), CN(C)C=O (DMF). Reaction conditions: time 16 hour. Yields the product CN1C=NC=C1[C@@H](CC(=O)O)C1=CC=C(C=C1)OCC1=CC=2C(CCC(C2C=C1)(C)C)(C)C ((S)-3-(1-methyl-1H-imidazol-5-yl)-3-(4-((5,5,8,8-tetramethyl-5,6,7,8-tetrahydronaphthalen-2-yl)methoxy)phenyl)propanoic acid). Isolated yield 53.3%. Reaction SMILES: [OH:1][C:2]1[CH:7]=[CH:6][C:5]([C@@H:8]([C:15]2[N:19]([CH3:20])[CH:18]=[N:17][CH:16]=2)[CH2:9][C:10]([O:12]CC)=[O:11])=[CH:4][CH:3]=1.Br[CH2:22][C:23]1[CH:24]=[C:25]2[C:30](=[CH:31][CH:32]=1)[C:29]([CH3:34])([CH3:33])[CH2:28][CH2:27][C:26]2([CH3:36])[CH3:35].C(=O)([O-])[O-].[Cs+].[Cs+].[Li+].[OH-]>CN(C=O)C.O>[CH3:20][N:19]1[C:15]([C@H:8]([C:5]2[CH:4]=[CH:3][C:2]([O:1][CH2:22][C:23]3[CH:32]=[CH:31][C:30]4[C:29]([CH3:34])([CH3:33])[CH2:28][CH2:27][C:26]([CH3:36])([CH3:35])[C:25]=4[CH:24]=3)=[CH:7][CH:6]=2)[CH2:9][C:10]([OH:12])=[O:11])=[CH:16][N:17]=[CH:18]1 |f:2.3.4,5.6|. Reported procedure: A mixture of 74.5 (0.15 mmol), 6-(bromomethyl)-1,1,4,4-tetramethyl-1,2,3,4-tetrahydronaphthalene (0.18 mmol) and cesium carbonate (0.2 mmol) in DMF (2 mL), was stirred at room temperature for 16 hours. To the reaction mixture was added LiOH in water (1 mL, 1N solution), and the reaction was stirred at 50° C. for 3 hours. The mixture was filtered and purified by reverse phase HPLC to give 74 (35 mg, 0.08 mmol) after lyophilization. MS ESI (pos.) m/e 447.3 (M+H). 1H NMR (500 MHz) (CDCl3) δ 8.64 (1... The reactants are OC[C@H](C(=O)OC)N1C(C2=CC=CC(=C2C=C1)[N+](=O)[O-])=O ((R)-methyl 3-hydroxy-2-(5-nitro-1-oxoisoquinolin-2(1H)-yl)propanoate), C(Cl)Cl (methylene chloride), N1C=NC=C1 (1H-imidazole), [Si](C)(C)(C(C)(C)C)Cl (tert-butyldimethylsilyl chloride). Run at time 16 hour. The product is [Si](C)(C)(C(C)(C)C)OC[C@H](C(=O)OC)N1C(C2=CC=CC(=C2C=C1)[N+](=O)[O-])=O ((R)-Methyl 3-(tert-butyldimethylsilyloxy)-2-(5-nitro-1-oxoisoquinolin-2(1H)-yl)propanoate). Reaction SMILES: [OH:1][CH2:2][C@@H:3]([N:8]1[CH:17]=[CH:16][C:15]2[C:10](=[CH:11][CH:12]=[CH:13][C:14]=2[N+:18]([O-:20])=[O:19])[C:9]1=[O:21])[C:4]([O:6][CH3:7])=[O:5].C(Cl)Cl.N1C=CN=C1.[Si:30](Cl)([C:33]([CH3:36])([CH3:35])[CH3:34])([CH3:32])[CH3:31]>>[Si:30]([O:1][CH2:2][C@@H:3]([N:8]1[CH:17]=[CH:16][C:15]2[C:10](=[CH:11][CH:12]=[CH:13][C:14]=2[N+:18]([O-:20])=[O:19])[C:9]1=[O:21])[C:4]([O:6][CH3:7])=[O:5])([C:33]([CH3:36])([CH3:35])[CH3:34])([CH3:32])[CH3:31]. Reported procedure: A round bottom flask was charged with (R)-methyl 3-hydroxy-2-(5-nitro-1-oxoisoquinolin-2(1H)-yl)propanoate (4 g, 0.01 mol) and methylene chloride (40 mL, 0.5 mol) and 1H-imidazole (1.6 g, 0.023 mol) and tert-butyldimethylsilyl chloride (2.3 g, 0.015 mol) were added at 0° C. and the reaction allowed to warm to room temperature and stirred for 16 h. The reaction mixture was quenched with water and extracted with methylene chloride. Solvent was removed under reduced pressure to yield pure product. ... The reactants are CCO, OB(O)c1ccc(Cl)c(Cl)c1, Cc1ccc(Br)c(F)c1, [Na+], [Na+], O=C([O-])[O-], [Pd]. Yields the product Cc1ccc(-c2ccc(Cl)c(Cl)c2)c(F)c1. RXN SMILES: [CH3:27][CH2:28][OH:29].[Cl:10][c:11]1[cH:12][c:13]([B:18]([OH:19])[OH:20])[cH:14][cH:15][c:16]1[Cl:17].[F:1][c:2]1[cH:3][c:4]([CH3:9])[cH:5][cH:6][c:7]1[Br:8].[Na+:21].[Na+:22].[O-:23][C:24](=[O:25])[O-:26].[Pd:30]>>[F:1][c:2]1[cH:3][c:4]([CH3:9])[cH:5][cH:6][c:7]1-[c:13]1[cH:12][c:11]([Cl:10])[c:16]([Cl:17])[cH:15][cH:14]1. Reactants: solution, N(=O)[O-].[Na+] (sodium nitrite), NC=1C2=C(SC1C1=CC=CC=C1)C=CC=C2 (3-amino-2-phenylbenzo[b]thiophene), Cl (hydrochloric acid), solution, S(=O)(O)[O-].[Na+] (sodium hydrogensulfite), solution, S(=O)(O)[O-].[Na+] (sodium hydrogensulfite), Cl (hydrochloric acid). The reagents and catalysts are S(=O)(=O)([O-])[O-].[Cu+2] (copper sulfate). Solvent: ice water. Reaction conditions: time 15 minute. Yields the product C1(=CC=CC=C1)C1=C(C2=C(S1)C=CC=C2)S(=O)(=O)Cl (2-Phenylbenzo[b]thiophen-3-ylsulfonyl chloride). Reaction SMILES: N([O-])=O.[Na+].N[C:6]1[C:7]2[CH:20]=[CH:19][CH:18]=[CH:17][C:8]=2[S:9][C:10]=1[C:11]1[CH:16]=[CH:15][CH:14]=[CH:13][CH:12]=1.[S:21]([O-:24])(O)=[O:22].[Na+].[ClH:26]>S([O-])([O-])(=O)=O.[Cu+2]>[C:11]1([C:10]2[S:9][C:8]3[CH:17]=[CH:18][CH:19]=[CH:20][C:7]=3[C:6]=2[S:21]([Cl:26])(=[O:24])=[O:22])[CH:16]=[CH:15][CH:14]=[CH:13][CH:12]=1 |f:0.1,3.4,6.7|. Procedure: 6.9 g (50 mmol) of a 50% solution of sodium nitrite are added dropwise at 0°-5° C. to a suspension of 11.3 g (50 mmol) of 3-amino-2-phenylbenzo[b]thiophene in 40 g of ice water and 20 ml (150 mmol) of 32% hydrochloric acid. After the mixture has been stirred at the same temperature for 15 minutes, it is filtered over silica. This filtrate, together with 13 g (50 mmol) of a 40% solution of sodium hydrogensulfite, is added dropwise at 10°-15° C. to a solution of 1.2 g (5 mmol) of copper sulfate in... Reactants: BrC1=C(C(=O)OCC)C=C(C(=C1)C(=O)N)NCC(C)C (ethyl 2-bromo-4-(aminocarbonyl)-5-[(2-methylpropyl)amino]benzoate), [OH-].[Na+] (sodium hydroxide). Run in CO (methanol). Run at temperature 45 celsius, time 2 hour. Yields the product NC(=O)C1=CC(=C(C(=O)O)C=C1NCC(C)C)Br (4-(aminocarbonyl)-2-bromo-5-[(2-methylpropyl)amino]benzoic acid). Isolated yield 87.2%. As a reaction SMILES: [Br:1][C:2]1[CH:12]=[C:11]([C:13]([NH2:15])=[O:14])[C:10]([NH:16][CH2:17][CH:18]([CH3:20])[CH3:19])=[CH:9][C:3]=1[C:4]([O:6]CC)=[O:5].[OH-].[Na+]>CO>[NH2:15][C:13]([C:11]1[C:10]([NH:16][CH2:17][CH:18]([CH3:19])[CH3:20])=[CH:9][C:3]([C:4]([OH:6])=[O:5])=[C:2]([Br:1])[CH:12]=1)=[O:14] |f:1.2|. Reported procedure: To a solution of ethyl 2-bromo-4-(aminocarbonyl)-5-[(2-methylpropyl)amino]benzoate (315 mg, 0.91 mmol) in methanol (20 mL) was added 1N aqueous sodium hydroxide (15 mL) and the mixture was stirred for 2 hr at 45° C. The mixture was then concentrated by rotary evaporation and diluted with water then adjusted to pH 2 by 1N aqueous hydrochloric acid addition and the mixture was allowed to stand for 1 hr at room temperature. The crystalline solid was collected by filtration and washed with water the... As a reaction SMILES: [CH2:1]([O:11][CH2:12][CH:13]1[CH2:18][CH2:17][CH2:16][CH:15]=[CH:14]1)[CH2:2][CH2:3][CH2:4][CH2:5][CH2:6][CH2:7][CH2:8][CH2:9][CH3:10].C(OO)(=[O:21])C.O>C(Cl)Cl>[CH2:1]([O:11][CH2:12][CH:13]1[CH2:18][CH2:17][CH:16]2[CH:15]([O:21]2)[CH2:14]1)[CH2:2][CH2:3][CH2:4][CH2:5][CH2:6][CH2:7][CH2:8][CH2:9][CH3:10]. Run in C(Cl)Cl (methylene chloride), C(Cl)Cl (methylene chloride). The product is C(CCCCCCCCC)OCC1CC2OC2CC1 (3-decyloxymethyl-7-oxabicyclo[4.1.0]heptane). Starting materials: C(CCCCCCCCC)OCC1C=CCCC1 (3-decyloxymethylcyclohexene), C(C)(=O)OO (Peracetic acid), O (water). Reported procedure: A 500 mL round bottom flask equipped with a stirring bar was charged with 16.4g (0.065 mol) 3-decyloxymethylcyclohexene, and 100 mL of methylene chloride. Peracetic acid (15.5 g, 35 wt. % in acetic acid; 0.065 mol) in methylene chloride (80 mL) was added dropwise to above mixture over 30 min. in an ice bath. After the above mixture was reacted at room temperature overnight, 250 mL of water was added to above reaction mixture, the water layer was extracted with methylene chloride (2×150 mL), the ...